This data is from the Open Reaction Database (ORD), a public repository of structured organic reaction records. The task is: describe an organic reaction: reactants, conditions, products, and yield The reactants are C(C)(=O)C1=CC=CC=2OCOC21 (4-acetylbenzo[1,3]dioxole), C[Mg]Cl (methylmagnesium chloride), ice. The solvent is C1CCOC1 (THF). Conditions: time 16 hour. Yields the product O1COC2=C1C=CC=C2C(C)(O)C (1-[benzo(1,3)dioxol-4-yl]-1-methylethanol). Reaction SMILES: [C:1]([C:4]1[C:12]2[O:11][CH2:10][O:9][C:8]=2[CH:7]=[CH:6][CH:5]=1)(=[O:3])[CH3:2].[CH3:13][Mg]Cl>C1COCC1>[O:9]1[C:8]2[CH:7]=[CH:6][CH:5]=[C:4]([C:1]([CH3:13])([OH:3])[CH3:2])[C:12]=2[O:11][CH2:10]1. Procedure details: 25.5 g of 4-acetylbenzo[1,3]dioxole is mixed with 57.2 ml of methylmagnesium chloride solution (3M in THF) in 375 ml of THF at room temperature under argon. It is stirred for 16 hours at room temperature and added to ice/2H hydrochloric acid. It is extracted with ethyl acetate, and the organic phase is washed with water and brine, and it is dried (Na2SO4). 27.89 g of 1-[benzo(1,3)dioxol-4-yl]-1-methylethanol is obtained as a brown oil Starting materials: ClC1=CC(=NC=C1)C (4-chloro-2-picoline), COC1=CC=C(C(=O)OCC)C=C1 (ethyl 4-methoxybenzoate), enol. Yields the product ClC1=CC(=NC=C1)CC(=O)C1=CC=C(C=C1)OC (2-(4-Chloro-2-pyridinyl)-1-(4-methoxyphenyl)ethanone). Reaction SMILES: [Cl:1][C:2]1[CH:7]=[CH:6][N:5]=[C:4]([CH3:8])[CH:3]=1.[CH3:9][O:10][C:11]1[CH:21]=[CH:20][C:14]([C:15](OCC)=[O:16])=[CH:13][CH:12]=1>>[Cl:1][C:2]1[CH:7]=[CH:6][N:5]=[C:4]([CH2:8][C:15]([C:14]2[CH:20]=[CH:21][C:11]([O:10][CH3:9])=[CH:12][CH:13]=2)=[O:16])[CH:3]=1. Reported procedure: 2-(4-Chloro-2-pyridinyl)-1-(4-methoxyphenyl)ethanone was synthesized from 4-chloro-2-picoline (10 g, 78.4 mmol) and ethyl 4-methoxybenzoate (14.1 g, 78.4 mmol) as described in Example 12 to give the product as a mixture of enol and keto tautomers. MS m/z 262 (M+1). Starting materials: BrC1=CC(=C(C=C1)NC1=C(C(=CC(=C1[N+](=O)[O-])F)F)F)F ((4-bromo-2-fluoro-phenyl)-(2,3,5-trifluoro-6-nitro-phenyl)-amine), BrC1=CC(=C(C=C1)NC1=C(C(=CC(=C1[N+](=O)[O-])F)F)F)F ((4-bromo-2-fluoro-phenyl)-(2,3,5-trifluoro-6-nitro-phenyl)-amine), C[O-].[Na+] (NaOMe). Run in C1CCOC1 (THF). Conditions: time 1 hour. The product is BrC1=CC(=C(C=C1)NC1=C(C(=CC(=C1[N+](=O)[O-])F)OC)F)F ((4-bromo-2-fluoro-phenyl)-(2,5-difluoro-3-methoxy-6-nitro-phenyl)-amine). Isolated yield 59.0%. As a reaction SMILES: [Br:1][C:2]1[CH:7]=[CH:6][C:5]([NH:8][C:9]2[C:14]([N+:15]([O-:17])=[O:16])=[C:13]([F:18])[CH:12]=[C:11](F)[C:10]=2[F:20])=[C:4]([F:21])[CH:3]=1.[CH3:22][O-:23].[Na+]>C1COCC1>[Br:1][C:2]1[CH:7]=[CH:6][C:5]([NH:8][C:9]2[C:14]([N+:15]([O-:17])=[O:16])=[C:13]([F:18])[CH:12]=[C:11]([O:23][CH3:22])[C:10]=2[F:20])=[C:4]([F:21])[CH:3]=1 |f:1.2|. Procedure details: To a solution of (4-bromo-2-fluoro-phenyl)-(2,3,5-trifluoro-6-nitro-phenyl)-amine (Intermediate 13, 1.5 g, 4.1 mmol) in THF (10 mL) was dropwise added NaOMe solution [prepared by dissolving Na metal (100 mg, 4.1 mmol) in methanol (10 mL)] at −78° C. After complete addition, the reaction mixture was warmed to room temperature and stirred for 1 h. The progress of reaction was monitored by TLC. After completion, the reaction mixture was concentrated under reduced pressure and residue obtained was p... Isolated yield 79.3%. RXN SMILES: [C:1]([NH:5][C:6]1[N:15]([CH2:16][CH2:17][CH2:18][S:19]([CH3:22])(=[O:21])=[O:20])[C:14](=[O:23])[C:13]2[C:8](=[C:9](I)[CH:10]=[CH:11][CH:12]=2)[N:7]=1)([CH3:4])([CH3:3])[CH3:2].[CH3:25][C@@H:26]1[C:30]2[NH:31][C:32](B3OC(C)(C)C(C)(C)O3)=[CH:33][C:29]=2[C:28](=[O:43])[NH:27]1.P([O-])([O-])([O-])=O.[K+].[K+].[K+]>O1CCOCC1.CC(C1C=C(C(C)C)C(C2C(P(C3CCCCC3)C3CCCCC3)=CC=CC=2)=C(C(C)C)C=1)C.C1C=[C-]C(CCN)=CC=1.Cl[Pd+].O>[C:1]([NH:5][C:6]1[N:15]([CH2:16][CH2:17][CH2:18][S:19]([CH3:22])(=[O:21])=[O:20])[C:14](=[O:23])[C:13]2[C:8](=[C:9]([C:32]3[NH:31][C:30]4[C@@H:26]([CH3:25])[NH:27][C:28](=[O:43])[C:29]=4[CH:33]=3)[CH:10]=[CH:11][CH:12]=2)[N:7]=1)([CH3:4])([CH3:3])[CH3:2] |f:2.3.4.5,7.8.9|. Product: C(C)(C)(C)NC1=NC2=C(C=CC=C2C(N1CCCS(=O)(=O)C)=O)C1=CC2=C(N1)[C@H](NC2=O)C ((R)-2-(tert-butylamino)-8-(6-methyl-4-oxo-1,4,5,6-tetrahydropyrrolo[3,4-b]pyrrol-2-yl)-3-(3-(methylsulfonyl)propyl)quinazolin-4(3H)-one). Procedure: A glass microwave reaction vessel was charged with 2-(tert-butylamino)-8-iodo-3-(3-(methylsulfonyl)propyl)quinazolin-4(3H)-one (105 mg, 0.227 mmol) and (R)-6-methyl-2-(4,4,5,5-tetramethyl-1,3,2-dioxaborolan-2-yl)-5,6-dihydropyrrolo[3,4-b]pyrrol-4(1H)-one (705) (89 mg, 0.272 mmol) in 1,4-dioxane (1.0 mL)/water (0.2 mL) followed by potassium phosphate (0.056 mL, 0.680 mmol) and XPhos precatalyst II (8.92 mg, 0.011 mmol, Sigma Aldrich, St. Louis, Mo.). The reaction mixture was stirred and heated in... Solvent: O (water), O1CCOCC1 (1,4-dioxane), O (water). The reagents and catalysts are CC(C)C1=CC(=C(C(=C1)C(C)C)C2=CC=CC=C2P(C3CCCCC3)C4CCCCC4)C(C)C.C1=CC=C([C-]=C1)CCN.Cl[Pd+] (XPhos precatalyst). Conditions: temperature 45 celsius. The reactants are C(C)(C)(C)NC1=NC2=C(C=CC=C2C(N1CCCS(=O)(=O)C)=O)I (2-(tert-butylamino)-8-iodo-3-(3-(methylsulfonyl)propyl)quinazolin-4(3H)-one), C[C@H]1NC(C2=C1NC(=C2)B2OC(C(O2)(C)C)(C)C)=O ((R)-6-methyl-2-(4,4,5,5-tetramethyl-1,3,2-dioxaborolan-2-yl)-5,6-dihydropyrrolo[3,4-b]pyrrol-4(1H)-one), C[C@H]1NC(C2=C1NC(=C2)B2OC(C(O2)(C)C)(C)C)=O ((R)-6-methyl-2-(4,4,5,5-tetramethyl-1,3,2-dioxaborolan-2-yl)-5,6-dihydropyrrolo[3,4-b]pyrrol-4(1H)-one), P(=O)([O-])([O-])[O-].[K+].[K+].[K+] (potassium phosphate), C[C@H]1NC(C2=C1NC(=C2)B2OC(C(O2)(C)C)(C)C)=O ((R)-6-methyl-2-(4,4,5,5-tetramethyl-1,3,2-dioxaborolan-2-yl)-5,6-dihydropyrrolo[3,4-b]pyrrol-4(1H)-one). Starting materials: O=C([O-])[O-], CC(=O)Nc1ncc(Cl)s1, CN(C)C=O, [K+], [K+], Cc1nnc(S)s1. Product: CC(=O)Nc1ncc(Sc2nnc(C)s2)s1. Reaction SMILES: [C:18](=[O:19])([O-:20])[O-:21].[C:1]([CH3:2])(=[O:3])[NH:4][c:5]1[s:6][c:7]([Cl:10])[cH:8][n:9]1.[CH3:24][N:25]([CH3:26])[CH:27]=[O:28].[K+:22].[K+:23].[SH:11][c:12]1[n:13][n:14][c:15]([CH3:17])[s:16]1>>[C:1]([CH3:2])(=[O:3])[NH:4][c:5]1[s:6][c:7]([S:11][c:12]2[n:13][n:14][c:15]([CH3:17])[s:16]2)[cH:8][n:9]1. Starting materials: N(=[N+]=[N-])C1C(C=2C=3C(=CN(C3C=CC2)S(=O)(=O)C2=C(C=C(C=C2C(C)C)C(C)C)C(C)C)C1)=O (4-azido-3,4-dihydro-1-(2,4,6-triisopropylphenylsulfonyl)benz[cd]indol-5(1H)-one), C(C)(=O)OC(C)=O (acetic anhydride). Reagents/catalysts: [Pd] (Pd-C). Solvent: C1CCOC1 (THF). The product is C(C)(=O)NC1C(C=2C=3C(=CN(C3C=CC2)S(=O)(=O)C2=C(C=C(C=C2C(C)C)C(C)C)C(C)C)C1)=O (4-Acetylamino-3,4-dihydro-1-(2,4,6-triisopropylphenylsulfonyl)benz[cd]indol-5(1H)-one). The yield is 90.8%. As a reaction SMILES: [N:1]([CH:4]1[CH2:33][C:8]2=[CH:9][N:10]([S:15]([C:18]3[C:23]([CH:24]([CH3:26])[CH3:25])=[CH:22][C:21]([CH:27]([CH3:29])[CH3:28])=[CH:20][C:19]=3[CH:30]([CH3:32])[CH3:31])(=[O:17])=[O:16])[C:11]3[CH:12]=[CH:13][CH:14]=[C:6]([C:7]=32)[C:5]1=[O:34])=[N+]=[N-].[C:35](OC(=O)C)(=[O:37])[CH3:36]>C1COCC1.[Pd]>[C:35]([NH:1][CH:4]1[CH2:33][C:8]2=[CH:9][N:10]([S:15]([C:18]3[C:23]([CH:24]([CH3:26])[CH3:25])=[CH:22][C:21]([CH:27]([CH3:29])[CH3:28])=[CH:20][C:19]=3[CH:30]([CH3:32])[CH3:31])(=[O:17])=[O:16])[C:11]3[CH:12]=[CH:13][CH:14]=[C:6]([C:7]=32)[C:5]1=[O:34])(=[O:37])[CH3:36]. Reported procedure: A solution of 4-azido-3,4-dihydro-1-(2,4,6-triisopropylphenylsulfonyl)benz[cd]indol-5(1H)-one (5.36 g, 11.2 mmol), acetic anhydride (2.29 g, 22.4 mmol) and 10% Pd-C (1.7 g in THF (60 ml) was stirred for 4 hours at 4 hours under 4 atmospheres pressure under hydrogen atmosphere. After completion of the reaction, the catalyst was filtered off. The filtrate was concentrated under reduced pressure. To the concentrate was added isopropyl ether to give 5.03 g (91%) of the title compound.